This data is from the Open Reaction Database (ORD), a public repository of structured organic reaction records. The task is: describe an organic reaction: reactants, conditions, products, and yield The reactants are colourless oil, O1C2C(CC1=O)CCC2 (hexahydro-cyclopenta[b]furan-2-one), C[Si](C)(C)[N-][Si](C)(C)C.[Li+] (lithium bis-(trimethylsilyl)-amide), C(C=C)Br (allyl bromide). The solvent is C1CCOC1 (THF), C1CCOC1 (THF). Product: C(C=C)C1C2C(OC1=O)CCC2 (3-Allyl-hexahydro-cyclopenta[b]furan-2-one). Reaction SMILES: [O:1]1[C:5](=[O:6])[CH2:4][CH:3]2[CH2:7][CH2:8][CH2:9][CH:2]12.C[Si]([N-][Si](C)(C)C)(C)C.[Li+].[CH2:20](Br)[CH:21]=[CH2:22]>C1COCC1>[CH2:22]([CH:4]1[C:5](=[O:6])[O:1][CH:2]2[CH2:9][CH2:8][CH2:7][CH:3]12)[CH:21]=[CH2:20] |f:1.2|. Reported procedure: Analogously to the procedure of Example 1, the title compound is was prepared from 1.2 g (9.5 nmuol) of hexahydro-cyclopenta[b]furan-2-one, 10 ml of 1 molar lithium bis-(trimethylsilyl)-amide solution in THF and 1.29 g (9.5 mmol) of allyl bromide in 20 ml of THF. Yield: 1.25 g (79%) of a colourless oil. 1H-NMR(200 MHz; [d6]-DMSO): δ[ppm]: 1.47-1.89 (br m,6H), 2.15-2.55 (br m,4H), 4.41 (m,1H), 5.12 (dd,1H), 5.18 (dd,1H), 5.76 (ddt,1H) The reactants are C(C)(=O)N1CCS(C2=C1C=C(C=C2)N2CCOCC2)(=O)=O (4-acetyl-6-morpholin-4-yl-3,4-dihydro-2H-1,4-benzothiazine 1,1-dioxide), [OH-].[K+] (KOH), 4-acetyl-3,4-dihydro-2H-1,4-benzothiazin-6-amine 1,1-dioxide 2-bromo ethyl ether, C([O-])([O-])=O.[Na+].[Na+] (sodium carbonate). Solvent: CO (MeOH), O (water). Run at time 1 hour. Product: N1(CCOCC1)C=1C=CC2=C(NCCS2(=O)=O)C1 (6-morpholin-4-yl-3,4-dihydro-2H-1,4-benzothiazine 1,1-dioxide). RXN SMILES: C(=O)([O-])[O-].[Na+].[Na+].C([N:10]1[C:15]2[CH:16]=[C:17]([N:20]3[CH2:25][CH2:24][O:23][CH2:22][CH2:21]3)[CH:18]=[CH:19][C:14]=2[S:13](=[O:27])(=[O:26])[CH2:12][CH2:11]1)(=O)C.[OH-].[K+]>CO.O>[N:20]1([C:17]2[CH:18]=[CH:19][C:14]3[S:13](=[O:27])(=[O:26])[CH2:12][CH2:11][NH:10][C:15]=3[CH:16]=2)[CH2:21][CH2:22][O:23][CH2:24][CH2:25]1 |f:0.1.2,4.5|. Reported procedure: A solution of 4-acetyl-3,4-dihydro-2H-1,4-benzothiazin-6-amine 1,1-dioxide 2-bromo ethyl ether (1.276 g, 5.5 mmol) and sodium carbonate (1.06 g, 10 mmol) in MeOH (5 mL) was stirred at 150° C. for 1.5 h. After this time the reaction mixture was cooled to rt and LCMS shows intermediate 4-acetyl-6-morpholin-4-yl-3,4-dihydro-2H-1,4-benzothiazine 1,1-dioxide. The compound was suspended in 3.5 mL of water and treated with KOH (1.82 g, 32.5 mmol) and the resulting mixture was stirred at 55° C. for 1 h.... Yields the product C(C1=CC=CC=C1)[C@@H]1N(C(OC1)=O)C(=O)[C@H]1OCCCC1 ((4S)-4-benzyl-3-{[(2S)-oxan-2-yl]carbonyl}-1,3-oxazolidin-2-one), C(C1=CC=CC=C1)[C@@H]1N(C(OC1)=O)C(=O)[C@@H]1OCCCC1 ((4S)-4-benzyl-3-{[(2R)-oxan-2-yl]carbonyl}-1,3-oxazolidin-2-one). The solvent is C1CCOC1 (THF), C1CCOC1 (THF). The yield is 11.0%. Procedure details: To a stirred solution of (4S)-4-benzyl-1,3-oxazolidin-2-one (9.31 g, 52.56 mmol) in anhydrous THF (150 mL) is added n-butyllithium (2.5 M in hexanes, 21.05 mL, 52.56 mmol) over 25 min at −78° C. Then a solution of tetrahydro-pyran-2-carbonyl chloride (7.1 g, 47.78 mmol) in anhydrous THF (12 mL) is added dropwise. The reaction is stirred at −70° C. for 0.5 h, then allowed to warm to room temperature and stirred for 2 h. Saturated aqueous NH4Cl solution (20 mL) is added and the reaction mixture is... Conditions: temperature -70 celsius, time 0.5 hour. Reaction SMILES: [CH2:1]([C@H:8]1[CH2:12][O:11][C:10](=[O:13])[NH:9]1)[C:2]1[CH:7]=[CH:6][CH:5]=[CH:4][CH:3]=1.C([Li])CCC.[O:19]1[CH2:24][CH2:23][CH2:22][CH2:21][CH:20]1[C:25](Cl)=[O:26].[NH4+].[Cl-]>C1COCC1>[CH2:1]([C@H:8]1[CH2:12][O:11][C:10](=[O:13])[N:9]1[C:25]([C@@H:20]1[CH2:21][CH2:22][CH2:23][CH2:24][O:19]1)=[O:26])[C:2]1[CH:3]=[CH:4][CH:5]=[CH:6][CH:7]=1.[CH2:1]([C@H:8]1[CH2:12][O:11][C:10](=[O:13])[N:9]1[C:25]([C@H:20]1[CH2:21][CH2:22][CH2:23][CH2:24][O:19]1)=[O:26])[C:2]1[CH:3]=[CH:4][CH:5]=[CH:6][CH:7]=1 |f:3.4|. Reactants: C(C1=CC=CC=C1)[C@@H]1NC(OC1)=O ((4S)-4-benzyl-1,3-oxazolidin-2-one), C(CCC)[Li] (n-butyllithium), O1C(CCCC1)C(=O)Cl (tetrahydro-pyran-2-carbonyl chloride), [NH4+].[Cl-] (NH4Cl). Starting materials: C(C)(C)(C)OC(=O)N1C(CCC1)C(NC(C)(C(N)=O)C1=CC=C(C=C1)Br)=O (2-[1-(4-Bromo-phenyl)-1-carbamoyl-ethylcarbamoyl]-pyrrolidine-1-carboxylic acid tert-butyl ester), C(C)(C)(C)OC(=O)N1C(CCC1)C(NC(C)(C(=O)OCC)C1=CC=C(C=C1)Br)=O (2-[1-(4-bromo-phenyl)-1-ethoxycarbonyl-ethylcarbamoyl]-pyrrolidine-1-carboxylic acid tert-butyl ester), N (NH3). Run in C(C)O (ethanol). Run at time 3 day. Yields the product BrC1=CC=C(C=C1)C1(C(NC(N1)=O)=O)C (5-(4-Bromo-phenyl)-5-methyl-imidazolidine-2,4-dione). Yield: 64.0%. RXN SMILES: C(OC(N1CCCC1[C:13](=[O:27])[NH:14][C:15]([C:20]1[CH:25]=[CH:24][C:23]([Br:26])=[CH:22][CH:21]=1)([C:17](=[O:19])[NH2:18])[CH3:16])=O)(C)(C)C.C(OC(N1CCCC1C(=O)NC(C1C=CC(Br)=CC=1)(C(OCC)=O)C)=O)(C)(C)C.N>C(O)C>[Br:26][C:23]1[CH:24]=[CH:25][C:20]([C:15]2([CH3:16])[NH:14][C:13](=[O:27])[NH:18][C:17]2=[O:19])=[CH:21][CH:22]=1. Procedure: A mixture of 4-bromo acetophenone (8.0 g, 40.2 mmol), ammonium carbonate (40 g, 402 mmol) and potassium cyanide (3.4 g, 52.3 mmol) in a mixed solvent of ethanol (90 mL) and water (90 mL) was stirred at 55° C. for 5 hours, then 12 hours at ambient. The solution was adjusted to pH=6 with 6 NHCl carefully and subsequently stirred at room temerature for 2 hours. The precipitate was filtered off, washed with water. The collected white solid was dried under vacuum to give the product (9.2 g, 85%). m/z... Starting materials: N(=[N+]=[N-])[C@H](C(=O)O)C(C1=CC=C(C=C1)Cl)C1=CC=C(C=C1)Cl ((S)-2-Azido-3,3-bis(4-chlorophenyl)propanoic acid), NC1=C(CC[C@@H]2CN([C@@H](CO2)COC(NCC(F)(F)F)=O)C(=O)OC(C)(C)C)C(=CC=C1)F ((2R,5S)-tert-butyl 2-(2-amino-6-fluorophenethyl)-5-((((2,2,2-trifluoroethyl)carbamoyl)oxy)methyl)morpholine-4-carboxylate). The product is ClC1=CC=C(C([C@H](NC(=O)OC)C(=O)NC2=C(C(=CC=C2)F)CC[C@@H]2CN[C@@H](CO2)COC(NCC(F)(F)F)=O)C2=CC=C(C=C2)Cl)C=C1 (4-Chloro-β-(4-chlorophenyl)-N-(3-fluoro-2-{2-[(2R,5S)-5-({[(2,2,2-trifluoroethyl)carbamoyl]oxy}methyl)morpholin-2-yl]ethyl}phenyl)-Nα-(methoxycarbonyl)-L-phenylalaninamide). Reaction SMILES: [N:1]([C@@H:4]([CH:8]([C:16]1[CH:21]=[CH:20][C:19]([Cl:22])=[CH:18][CH:17]=1)[C:9]1[CH:14]=[CH:13][C:12]([Cl:15])=[CH:11][CH:10]=1)[C:5](O)=[O:6])=[N+]=[N-].[NH2:23][C:24]1[CH:54]=[CH:53][CH:52]=[C:51]([F:55])[C:25]=1[CH2:26][CH2:27][C@H:28]1[O:33][CH2:32][C@@H:31]([CH2:34][O:35][C:36](=[O:43])[NH:37][CH2:38][C:39]([F:42])([F:41])[F:40])[N:30](C(OC(C)(C)C)=O)[CH2:29]1>>[Cl:15][C:12]1[CH:13]=[CH:14][C:9]([CH:8]([C:16]2[CH:21]=[CH:20][C:19]([Cl:22])=[CH:18][CH:17]=2)[C@@H:4]([C:5]([NH:23][C:24]2[CH:54]=[CH:53][CH:52]=[C:51]([F:55])[C:25]=2[CH2:26][CH2:27][C@H:28]2[O:33][CH2:32][C@@H:31]([CH2:34][O:35][C:36](=[O:43])[NH:37][CH2:38][C:39]([F:40])([F:42])[F:41])[NH:30][CH2:29]2)=[O:6])[NH:1][C:36]([O:35][CH3:34])=[O:43])=[CH:10][CH:11]=1. Procedure details: The title compound was prepared from the product of step 1 and the product of step 4 of Example 99 using the procedures given in steps 2 and 3 of Example 93 and steps 1 and 2 of Example 91. MS (ES) m/z=729 (M+H)+. Starting materials: ClC1=NC2=CC(=CC=C2C(=C1)COC)Cl (2,7-dichloro-4-methoxymethyl-quinoline), C(C)OC=1C=C(CN2CCC(CC2)N)C=CC1OC (1-(3-ethoxy-4-methoxy-benzyl)-piperidin-4-ylamine), C(C)OC=1C=C(CN2CCC(CC2)N)C=CC1OC (1-(3-ethoxy-4-methoxy-benzyl)-piperidin-4-ylamine). The solvent is CN1CCCC1=O (NMP). Yields the product ClC1=CC=C2C(=CC(=NC2=C1)NC1CCN(CC1)CC1=CC(=C(C=C1)OC)OCC)COC ((7-Chloro-4-methoxymethyl-quinolin-2-yl)-[1-(3-ethoxy-4-methoxy-benzyl)-piperidin-4-yl]-amine). Yield: 13.6%. Reaction SMILES: Cl[C:2]1[CH:11]=[C:10]([CH2:12][O:13][CH3:14])[C:9]2[C:4](=[CH:5][C:6]([Cl:15])=[CH:7][CH:8]=2)[N:3]=1.[CH2:16]([O:18][C:19]1[CH:20]=[C:21]([CH:30]=[CH:31][C:32]=1[O:33][CH3:34])[CH2:22][N:23]1[CH2:28][CH2:27][CH:26]([NH2:29])[CH2:25][CH2:24]1)[CH3:17]>CN1C(=O)CCC1>[Cl:15][C:6]1[CH:5]=[C:4]2[C:9]([C:10]([CH2:12][O:13][CH3:14])=[CH:11][C:2]([NH:29][CH:26]3[CH2:27][CH2:28][N:23]([CH2:22][C:21]4[CH:30]=[CH:31][C:32]([O:33][CH3:34])=[C:19]([O:18][CH2:16][CH3:17])[CH:20]=4)[CH2:24][CH2:25]3)=[N:3]2)=[CH:8][CH:7]=1. Procedure: A solution of 2,7-dichloro-4-methoxymethyl-quinoline (36.3 mg, 0.15 mmol, 1.0 equiv) and 1-(3-ethoxy-4-methoxy-benzyl)-piperidin-4-ylamine (47.6 mg, 0.18 mmol, 1.5 equiv; intermediate A1) in NMP (2 mL) was heated by microwave irradiation to 200° C. for 30 min. Removal of the solvent under reduced pressure and purification by preparative HPLC on reversed phase eluting with a gradient of acetonitrile/water provided 9.6 mg (14%) of the title compound. MS (ISP): 470.4 [M+H]+. Starting materials: C(C)N1C2=C(N(C(C(C1=O)(C)C)=O)C)C=C(C=C2)CNCCC=2C=NC=CC2 (1-ethyl-3,3,5-trimethyl-7-[(2-pyridine 3-ylethylamino)methyl]-1,5-dihydrobenzo[b][1,4]diazepine-2,4-dione), CN1C=C(C2=CC=CC=C12)CC(=O)O (1-methyl-3-indoleacetic acid), ON1N=NC2=C1C=CC=C2 (1-hydroxybenzotriazole), Cl.CN(CCCN=C=NCC)C (N-(3-dimethylaminopropyl)-N′-ethylcarbodiimide hydrochloride), Cl (hydrogen chloride). Run in C(C)#N (acetonitrile), C(C)O (ethanol), CC(C)O (2-propanol). Conditions: time 3 day. Product: Cl.C(C)N1C2=C(N(C(C(C1=O)(C)C)=O)C)C=C(C=C2)CN(C(CC2=CN(C1=CC=CC=C21)C)=O)CCC=2C=NC=CC2 (N-(1-Ethyl-3,3,5-trimethyl-2,4-dioxo-2,3,4,5-tetrahydro-1H-benzo[b][1,4]diazepin-7-ylmethyl)-2-(1-methyl-1H-indol-3-yl)-N-(2-pyridin-3-ylethyl)acetamide hydrochloride). The yield is 33.6%. Reaction SMILES: [CH2:1]([N:3]1[C:9](=[O:10])[C:8]([CH3:12])([CH3:11])[C:7](=[O:13])[N:6]([CH3:14])[C:5]2[CH:15]=[C:16]([CH2:19][NH:20][CH2:21][CH2:22][C:23]3[CH:24]=[N:25][CH:26]=[CH:27][CH:28]=3)[CH:17]=[CH:18][C:4]1=2)[CH3:2].[CH3:29][N:30]1[C:38]2[C:33](=[CH:34][CH:35]=[CH:36][CH:37]=2)[C:32]([CH2:39][C:40](O)=[O:41])=[CH:31]1.ON1C2C=CC=CC=2N=N1.[ClH:53].CN(C)CCCN=C=NCC.Cl>C(#N)C.C(O)C.CC(O)C>[ClH:53].[CH2:1]([N:3]1[C:9](=[O:10])[C:8]([CH3:12])([CH3:11])[C:7](=[O:13])[N:6]([CH3:14])[C:5]2[CH:15]=[C:16]([CH2:19][N:20]([CH2:21][CH2:22][C:23]3[CH:24]=[N:25][CH:26]=[CH:27][CH:28]=3)[C:40](=[O:41])[CH2:39][C:32]3[C:33]4[C:38](=[CH:37][CH:36]=[CH:35][CH:34]=4)[N:30]([CH3:29])[CH:31]=3)[CH:17]=[CH:18][C:4]1=2)[CH3:2] |f:3.4,9.10|. Reported procedure: To a solution of 1-ethyl-3,3,5-trimethyl-7-[(2-pyridine 3-ylethylamino)methyl]-1,5-dihydrobenzo[b][1,4]diazepine-2,4-dione(0.5 g), 1-methyl-3-indoleacetic acid(0.27 g), and 1-hydroxybenzotriazole (HOBT) (0.24 g) in acetonitrile (10 ml), N-(3-dimethylaminopropyl)-N′-ethylcarbodiimide hydrochloride (WSC) (0.30 g) was added and stirred at room temperature for 3 days. The reaction mixture was concentrated under reduced pressure. Ethyl acetate and water were added to the residue and extracted with et... The reactants are C(C)#N (acetonitrile), C(C#C)O (propargyl alcohol), FC=1C=C(C=O)C=C(C1F)F (3,4,5-trifluorobenzaldehyde), C([O-])([O-])=O.[K+].[K+] (potassium carbonate). Solvent: O (water). Conditions: time 1 day. The product is FC=1C=C(C=O)C=C(C1OCC#C)F (3,5-difluoro-4-(2-propynyloxy)benzaldehyde). Yield: 102.0%. As a reaction SMILES: C(#N)C.[CH2:4]([OH:7])[C:5]#[CH:6].[F:8][C:9]1[CH:10]=[C:11]([CH:14]=[C:15]([F:18])[C:16]=1F)[CH:12]=[O:13].C(=O)([O-])[O-].[K+].[K+]>O>[F:18][C:15]1[CH:14]=[C:11]([CH:10]=[C:9]([F:8])[C:16]=1[O:7][CH2:4][C:5]#[CH:6])[CH:12]=[O:13] |f:3.4.5|. Procedure: To 50 ml of acetonitrile were added 12 g of propargyl alcohol, 16 g of 3,4,5-trifluorobenzaldehyde and 15 g of potassium carbonate, and the mixture obtained was stirred at room temperature for 1 day. Then, water was added to the reaction mixture and the mixture was extracted with ethyl acetate. The organic layer was washed with dilute hydrochloric acid and brine. The organic layer was dried over magnesium sulfate and concentrated under reduced pressure. The residue was subjected to silica gel co... Reactants: FC(C(=O)[O-])(C1=NC=C(C=C1)F)F.[Na+] (sodium 2,2-difluoro-2-(5-fluoropyridin-2-yl)acetate), NC1=C(C(=O)N)C=CC(=C1)Br (2-amino-4-bromobenzamide), CCOC(=O)C (EtOAc), C[Si](C)(C)OP(=O)=O (trimethylsilyl polyphosphate). Solvent: O (water). Conditions: temperature 120 celsius, time 8 hour. The product is BrC1=CC=C2C(=NC(=NC2=C1)C(C1=NC=C(C=C1)F)(F)F)O (7-bromo-2-(difluoro(5-fluoropyridin-2-yl)methyl)quinazolin-4-ol). The yield is 76.9%. As a reaction SMILES: [F:1][C:2]([F:13])([C:6]1[CH:11]=[CH:10][C:9]([F:12])=[CH:8][N:7]=1)[C:3]([O-])=O.[Na+].[NH2:15][C:16]1[CH:24]=[C:23]([Br:25])[CH:22]=[CH:21][C:17]=1[C:18]([NH2:20])=[O:19].C[Si](OP(=O)=O)(C)C.CCOC(C)=O>O>[Br:25][C:23]1[CH:24]=[C:16]2[C:17]([C:18]([OH:19])=[N:20][C:3]([C:2]([F:13])([F:1])[C:6]3[CH:11]=[CH:10][C:9]([F:12])=[CH:8][N:7]=3)=[N:15]2)=[CH:21][CH:22]=1 |f:0.1|. Reported procedure: To a mixture of sodium 2,2-difluoro-2-(5-fluoropyridin-2-yl)acetate from Example 2 Step B (2.05 g, 9.62 mmol) and 2-amino-4-bromobenzamide (1.89 g, 8.75 mmol) was added trimethylsilyl polyphosphate (˜15 mL) and the mixture was stirred overnight at 120° C. Equal volumes of EtOAc and water were added and the resulting solution was stirred for 1 h. The EtOAc layer was washed with brine, dried over Na2SO4 and then concentrated under reduced pressure. Et2O was added and evaporated. Trituration of the... The reactants are NC1=C(C=C(C=C1)C1=CCN(CC1)C(=O)OC(C)(C)C)OC (tert-butyl 4-(4-amino-3-methoxyphenyl)-5,6-dihydropyridine-1(2H)-carboxylate). The reagents and catalysts are [Pd] (Pd/C). Solvent: CCO (EtOH), CN(C)C=O (DMF). Reaction conditions: time 24 hour. The product is NC1=C(C=C(C=C1)C1CCN(CC1)C(=O)OC(C)(C)C)OC (tert-Butyl 4-(4-amino-3-methoxyphenyl)piperidine-1-carboxylate). Reaction SMILES: [NH2:1][C:2]1[CH:7]=[CH:6][C:5]([C:8]2[CH2:13][CH2:12][N:11]([C:14]([O:16][C:17]([CH3:20])([CH3:19])[CH3:18])=[O:15])[CH2:10][CH:9]=2)=[CH:4][C:3]=1[O:21][CH3:22]>CN(C=O)C.CCO.[Pd]>[NH2:1][C:2]1[CH:7]=[CH:6][C:5]([CH:8]2[CH2:9][CH2:10][N:11]([C:14]([O:16][C:17]([CH3:18])([CH3:19])[CH3:20])=[O:15])[CH2:12][CH2:13]2)=[CH:4][C:3]=1[O:21][CH3:22]. Procedure details: To a suspension of 10% Pd/C (0.068 g) in DMF (2 mL) under nitrogen was added a solution of tert-butyl 4-(4-amino-3-methoxyphenyl)-5,6-dihydropyridine-1(2H)-carboxylate (I33) (2.0 g, 6.5 mmol) in EtOH (50 mL) and the resulting suspension was stirred under an atmosphere of hydrogen at room temperature for 24 hours. The reaction mixture was filtered through celite, washing with ethyl acetate (100 mL). The filtrate was evaporated to dryness to give the title compound (I26) (1.42 g, 72%) as a light b...